From a dataset of the Open Reaction Database (ORD), a public repository of structured organic reaction records. describe an organic reaction: reactants, conditions, products, and yield The reactants are CCc1c(CCCl)sc2c1CCN(C(C)=O)C2, O=C([O-])[O-], CN(C)C=O, Cc1ccccc1, Cl, Fc1ccc2c(C3CCNCC3)nsc2c1, [I-], [K+], [K+], [K+], O. Product: CCc1c(CCN2CCC(c3nsc4cc(F)ccc34)CC2)sc2c1CCN(C(C)=O)C2. Reaction SMILES: [C:1]([CH3:2])(=[O:3])[N:4]1[CH2:5][c:6]2[c:7]([c:10]([CH2:16][CH3:17])[c:11]([CH2:13][CH2:14][Cl:15])[s:12]2)[CH2:8][CH2:9]1.[C:35](=[O:36])([O-:37])[O-:38].[CH3:43][N:44]([CH3:45])[CH:46]=[O:47].[CH3:48][c:49]1[cH:50][cH:51][cH:52][cH:53][cH:54]1.[ClH:18].[F:19][c:20]1[cH:21][c:22]2[c:23]([c:24]([CH:27]3[CH2:28][CH2:29][NH:30][CH2:31][CH2:32]3)[n:25][s:26]2)[cH:33][cH:34]1.[I-:42].[K+:39].[K+:40].[K+:41].[OH2:55]>>[C:1]([CH3:2])(=[O:3])[N:4]1[CH2:5][c:6]2[c:7]([c:10]([CH2:16][CH3:17])[c:11]([CH2:13][CH2:14][N:30]3[CH2:29][CH2:28][CH:27]([c:24]4[c:23]5[c:22]([cH:21][c:20]([F:19])[cH:34][cH:33]5)[s:26][n:25]4)[CH2:32][CH2:31]3)[s:12]2)[CH2:8][CH2:9]1. Starting materials: C(C)(C)(C)[Li] (t-butyllithium), BrC1=CC=C(C=C1)C (4-bromotoluene), CC1(C=2C=CC(=CC2C(=CC1)OS(=O)(=O)C(F)(F)F)/C=C/C1=CC=C(C(=O)OCC)C=C1)C (ethyl (E)-4-[2-(5,6-dihydro-5,5-dimethyl-8-(trifluoromethylsulfonyl)oxy-2-naphthalenyl)ethenyl]-benzoate), CC1(C=2C=CC(=CC2C(=CC1)OS(=O)(=O)C(F)(F)F)/C=C/C1=CC=C(C(=O)OCC)C=C1)C (ethyl (E)-4-[2-(5,6-dihydro-5,5-dimethyl-8-(trifluoromethylsulfonyl)oxy-2-naphthalenyl)ethenyl]-benzoate), solution. Reagents/catalysts: C=1C=CC(=CC1)[P](C=2C=CC=CC2)(C=3C=CC=CC3)[Pd]([P](C=4C=CC=CC4)(C=5C=CC=CC5)C=6C=CC=CC6)([P](C=7C=CC=CC7)(C=8C=CC=CC8)C=9C=CC=CC9)[P](C=1C=CC=CC1)(C=1C=CC=CC1)C=1C=CC=CC1 (tetrakis(triphenylphosphine)palladium(0)), [Cl-].[Cl-].[Zn+2] (ZnCl2). Run in C1CCOC1 (THF), CCCCC (pentane), C1CCOC1 (THF), C1CCOC1 (THF). Reaction conditions: time 1.25 hour. Yields the product [Li]C1=CC=C(C=C1)C (4-lithiotoluene), CC1(C=2C=CC(=CC2C(=CC1)OS(=O)(=O)C(F)(F)F)/C=C/C1=CC=C(C(=O)OCC)C=C1)C (Ethyl (E)-4-[2-(5,6-dihydro-5,5-dimethyl-8-(trifluoromethylsulfonyl)oxy-2-naphthalenyl)ethenyl]-benzoate). Reaction SMILES: C([Li:5])(C)(C)C.Br[C:7]1[CH:12]=[CH:11][C:10]([CH3:13])=[CH:9][CH:8]=1.[CH3:14][C:15]1([CH3:46])[CH2:24][CH:23]=[C:22]([O:25][S:26]([C:29]([F:32])([F:31])[F:30])(=[O:28])=[O:27])[C:21]2[CH:20]=[C:19](/[CH:33]=[CH:34]/[C:35]3[CH:45]=[CH:44][C:38]([C:39]([O:41][CH2:42][CH3:43])=[O:40])=[CH:37][CH:36]=3)[CH:18]=[CH:17][C:16]1=2>CCCCC.C1COCC1.[Cl-].[Cl-].[Zn+2].C1C=CC([P]([Pd]([P](C2C=CC=CC=2)(C2C=CC=CC=2)C2C=CC=CC=2)([P](C2C=CC=CC=2)(C2C=CC=CC=2)C2C=CC=CC=2)[P](C2C=CC=CC=2)(C2C=CC=CC=2)C2C=CC=CC=2)(C2C=CC=CC=2)C2C=CC=CC=2)=CC=1>[Li:5][C:7]1[CH:12]=[CH:11][C:10]([CH3:13])=[CH:9][CH:8]=1.[CH3:46][C:15]1([CH3:14])[CH2:24][CH:23]=[C:22]([O:25][S:26]([C:29]([F:30])([F:31])[F:32])(=[O:28])=[O:27])[C:21]2[CH:20]=[C:19](/[CH:33]=[CH:34]/[C:35]3[CH:36]=[CH:37][C:38]([C:39]([O:41][CH2:42][CH3:43])=[O:40])=[CH:44][CH:45]=3)[CH:18]=[CH:17][C:16]1=2 |f:5.6.7,^1:63,65,84,103|. Procedure: A solution of 4-lithiotoluene was prepared at −78° C. by the addition of 130.7 mg of t-butyllithium (2.04 mmol; 1.20 ml of a 1.7M solution in pentane) to a solution of 374.5 mg (2.20 mmol) of 4-bromotoluene in 2.5 ml of THF. After 30 minutes a solution of 313.4 mg (2.30 mmol) of ZnCl2 in 2.0 ml of THF was added. The resulting solution was warmed to room temperature, stirred for 1.25 hour and then added via canula to a solution of 285.0 mg (0.590 mmol) of ethyl (E)-4-[2-(5,6-dihydro-5,5-dimethyl-...